From a dataset of the Open Reaction Database (ORD), a public repository of structured organic reaction records. describe an organic reaction: reactants, conditions, products, and yield Starting materials: C1=CC=C(C=C1)C2=CC=CC=C2.C1=CC=C(C=C1)OC2=CC=CC=C2 (Dowtherm), C1(=CC=CC=C1)OC1=CC=CC=C1 (diphenyl ether), C1(=CC=CC=C1)C1=CC=CC=C1 (biphenyl), mixture, C1=CC=C(C=C1)C2=CC=CC=C2.C1=CC=C(C=C1)OC2=CC=CC=C2 (Dowtherm), C1(CCCCCCC1)=O (cyclooctanone), C1(=CCCCCCC1)NC=C(C(=O)OCC)C(=O)OCC (diethyl N-(1-cyclooctenyl)-aminomethylenemalonate). The product is OC1=C2C(=NC=C1C(=O)OCC)CCCCCC2 (ethyl 5,6,7,8,9,10-hexahydro-4-hydroxycycloocta[b]pyridine-3-carboxylate). RXN SMILES: C1(=O)CCCCCCC1.[C:10]1([NH:18][CH:19]=[C:20]([C:26]([O:28]CC)=O)[C:21]([O:23][CH2:24][CH3:25])=[O:22])[CH2:17][CH2:16][CH2:15][CH2:14][CH2:13][CH2:12][CH:11]=1.C1C=CC(C2C=CC=CC=2)=CC=1.C1C=CC(OC2C=CC=CC=2)=CC=1.C1(OC2C=CC=CC=2)C=CC=CC=1.C1(C2C=CC=CC=2)C=CC=CC=1>>[OH:28][C:26]1[C:20]([C:21]([O:23][CH2:24][CH3:25])=[O:22])=[CH:19][N:18]=[C:10]2[CH2:11][CH2:12][CH2:13][CH2:14][CH2:15][CH2:16][C:17]=12 |f:2.3|. Reported procedure: A solution of 85 g of the mixture of cyclooctanone and diethyl N-(1-cyclooctenyl)-aminomethylenemalonate in 20 ml. of Dowtherm® (a eutectic mixture of diphenyl ether and biphenyl) is added to 380 ml. Dowtherm® at 250°-255° under nitrogen. The distillate is collected in a water separator. After 0.5 hour the mixture is cooled to room temperature and solvent is removed under reduced pressure. The residual solid is triturated with ether to give ethyl 5,6,7,8,9,10-hexahydro-4-hydroxycycloocta[b]pyrid...